From a dataset of the Open Reaction Database (ORD), a public repository of structured organic reaction records. describe an organic reaction: reactants, conditions, products, and yield The reactants are [Cl-].[Cl-].[Zn+2] (ZnCl2), O.S(=O)(=O)([O-])[O-].[Mn+2] (manganese sulfate monohydrate), C(CNC([S-])=S)NC([S-])=S.[Na+].[Na+] (sodium ethylene-bis-dithiocarbamate), CN(C([S-])=S)C.[Na+] (sodium dimethyldithiocarbamate), Cl.CN(C)C (trimethylamine hydrochloride), [Mn] (manganese). The solvent is O (water). Run at time 0.5 hour. The product is C(CNC(S)=S)NC(S)=S.[Zn+2].[Mn+2].C[NH+](C)C.CN(C(S)=S)C (Trimethylammonium Manganese-Zinc Ethylene-bis-dithiocarbamic acid Dimethyldithiocarbamic acid). RXN SMILES: O.S([O-])([O-])(=O)=O.[Mn+2:7].[CH2:8]([NH:14][C:15](=[S:17])[S-:16])[CH2:9][NH:10][C:11](=[S:13])[S-:12].[Na+].[Na+].[CH3:20][N:21]([CH3:25])[C:22](=[S:24])[S-:23].[Na+].Cl.CN(C)C.[Mn].[Cl-].[Cl-].[Zn+2:35]>O>[CH2:8]([NH:14][C:15](=[S:16])[SH:17])[CH2:9][NH:10][C:11](=[S:12])[SH:13].[Zn+2:35].[Mn+2:7].[CH3:20][NH+:21]([CH3:25])[CH3:22].[CH3:20][N:21]([CH3:25])[C:22](=[S:23])[SH:24] |f:0.1.2,3.4.5,6.7,8.9,11.12.13,15.16.17.18.19|. Procedure: A 100 ml. aqueous solution of 8.44g. (0.05 mole) of manganese sulfate monohydrate is added dropwise to a 3-necked flask. After 5-10 ml. of the solution had been added, a combined 100 ml. solution of 6.5g. of sodium ethylene-bis-dithiocarbamate (0.025 mole), 8.95g. of sodium dimethyldithiocarbamate (0.05 mole) and 9.5g. (0.1 mole) of trimethylamine hydrochloride is added simultaneously to the flask at the same rate as that of the manganese solution. After the addition (ca 15 min.) the suspension ...